This data is from the Open Reaction Database (ORD), a public repository of structured organic reaction records. The task is: describe an organic reaction: reactants, conditions, products, and yield Starting materials: BrC1=NC=C(C=C1)C12C=CCN(CC1)C2 (5-(2-bromopyrid-5-yl)-1-azabicyclo[3.2.1]oct-3-ene). Reagents/catalysts: [Pt]=O (platinum oxide). The solvent is CO (methanol). Run at time 45 minute. The product is BrC1=NC=C(C=C1)C12CCCN(CC1)C2 (5-(2-bromopyrid-5-yl)-1-azabicyclo[3.2.1]octane). Yield: 71.3%. RXN SMILES: [Br:1][C:2]1[CH:7]=[CH:6][C:5]([C:8]23[CH2:15][N:12]([CH2:13][CH2:14]2)[CH2:11][CH:10]=[CH:9]3)=[CH:4][N:3]=1>[Pt]=O.CO>[Br:1][C:2]1[CH:7]=[CH:6][C:5]([C:8]23[CH2:15][N:12]([CH2:13][CH2:14]2)[CH2:11][CH2:10][CH2:9]3)=[CH:4][N:3]=1. Procedure details: 1.95 g (7.354 mmol) of 5-(2-bromopyrid-5-yl)-1-azabicyclo[3.2.1]oct-3-ene (WO 03/057 697) are introduced into 40 ml of methanol in a hydrogenation flask, and 195 mg of platinum oxide are then placed in suspension. The medium is stirred at room temperature under a hydrogen pressure of 26 psi for 45 minutes. The reaction medium is filtered through diatomaceous earth and the solvent is removed by evaporation under reduced pressure. The residue obtained is purified by chromatography on a column of s... Starting materials: C1(CC1)NC(=O)C1=CC=CC=2SC(=CC21)C2=NC(=NC=C2Cl)NCCCN2[C@H](CNCC2)C ((S)-2-{5-chloro-2-[3-(2-methylpiperazin-1-yl)-propylamino]-pyrimidin-4-yl}-benzo[b]thiophene-4-carboxylic acid cyclopropylamide), Cl.Cl.ClC=1C(=NC(=NC1)NCCC1CCN(CC1)C)C1=CC2=C(S1)C=CC=C2C(=O)N (2-{5-chloro-2-[2-(1-methylpiperidin-4-yl)-ethylamino]-pyrimidin-4-yl}-benzo[b]thiophene-4-carboxylic acid amide di-hydrochloride). Yields the product Cl.Cl.Cl.C1(CC1)NC(=O)C1=CC=CC=2SC(=CC21)C2=NC(=NC=C2Cl)NCCCN2[C@H](CN(CC2)C)C ((S)-2-{5-Chloro-2-[3-(2,4-dimethylpiperazin-1-yl)-propylamino]-pyrimidin-4-yl}-benzo[b]thiophene-4-carboxylic acid cyclopropylamide tri-hydrochloride). RXN SMILES: [ClH:1].Cl.[Cl:3][C:4]1C(C2SC3C=CC=C(C(N)=O)C=3C=2)=NC(NCCC2CCN(C)CC2)=NC=1.[CH:32]1([NH:35][C:36]([C:38]2[C:46]3[CH:45]=[C:44]([C:47]4[C:52]([Cl:53])=[CH:51][N:50]=[C:49]([NH:54][CH2:55][CH2:56][CH2:57][N:58]5[CH2:63][CH2:62][NH:61][CH2:60][C@@H:59]5[CH3:64])[N:48]=4)[S:43][C:42]=3[CH:41]=[CH:40][CH:39]=2)=[O:37])[CH2:34][CH2:33]1>>[ClH:3].[ClH:53].[ClH:1].[CH:32]1([NH:35][C:36]([C:38]2[C:46]3[CH:45]=[C:44]([C:47]4[C:52]([Cl:53])=[CH:51][N:50]=[C:49]([NH:54][CH2:55][CH2:56][CH2:57][N:58]5[CH2:63][CH2:62][N:61]([CH3:4])[CH2:60][C@@H:59]5[CH3:64])[N:48]=4)[S:43][C:42]=3[CH:41]=[CH:40][CH:39]=2)=[O:37])[CH2:34][CH2:33]1 |f:0.1.2,4.5.6.7|. Procedure: Using the method of 2-{5-chloro-2-[2-(1-methylpiperidin-4-yl)-ethylamino]-pyrimidin-4-yl}-benzo[b]thiophene-4-carboxylic acid amide di-hydrochloride, the title compound is synthesized from (S)-2-{5-chloro-2-[3-(2-methylpiperazin-1-yl)-propylamino]-pyrimidin-4-yl}-benzo[b]thiophene-4-carboxylic acid cyclopropylamide and isolated as a yellow solid. ES+(m/z) 499 (35Cl) and 501 (37Cl) [M(free base)+H]. Reactants: FC1=C(C=CC=C1)N1N=NC(=C1C1=CC=NC=C1)C1=NC(=NO1)C1=CC=C(C=O)C=C1 (4-(5-(1-(2-fluorophenyl)-5-(pyridin-4-yl)-1H-1,2,3-triazol-4-yl)-1,2,4-oxadiazol-3-yl)benzaldehyde), N1CCC(CC1)NC(C)=O (N-(piperidin-4-yl)acetamide). Product: FC1=C(C=CC=C1)N1N=NC(=C1C1=CC=NC=C1)C1=NC(=NO1)C1=CC=C(CN2CCC(CC2)NC(C)=O)C=C1 (N-[1-(4-{5-[1-(2-fluorophenyl)-5-pyridin-4-yl-1H-1,2,3-triazol-4-yl]-1,2,4-oxadiazol-3-yl}benzyl)piperidin-4-yl]acetamide), Example 137. RXN SMILES: [F:1][C:2]1[CH:7]=[CH:6][CH:5]=[CH:4][C:3]=1[N:8]1[C:12]([C:13]2[CH:18]=[CH:17][N:16]=[CH:15][CH:14]=2)=[C:11]([C:19]2[O:23][N:22]=[C:21]([C:24]3[CH:31]=[CH:30][C:27]([CH:28]=O)=[CH:26][CH:25]=3)[N:20]=2)[N:10]=[N:9]1.[NH:32]1[CH2:37][CH2:36][CH:35]([NH:38][C:39](=[O:41])[CH3:40])[CH2:34][CH2:33]1>>[F:1][C:2]1[CH:7]=[CH:6][CH:5]=[CH:4][C:3]=1[N:8]1[C:12]([C:13]2[CH:14]=[CH:15][N:16]=[CH:17][CH:18]=2)=[C:11]([C:19]2[O:23][N:22]=[C:21]([C:24]3[CH:25]=[CH:26][C:27]([CH2:28][N:32]4[CH2:37][CH2:36][CH:35]([NH:38][C:39](=[O:41])[CH3:40])[CH2:34][CH2:33]4)=[CH:30][CH:31]=3)[N:20]=2)[N:10]=[N:9]1. Reported procedure: The title compound was prepared following the procedure described for Example 94, but starting from 4-(5-(1-(2-fluorophenyl)-5-(pyridin-4-yl)-1H-1,2,3-triazol-4-yl)-1,2,4-oxadiazol-3-yl)benzaldehyde, obtained as described in Example 113, Step 1, (100 mg; 0.24 mmol) and N-(piperidin-4-yl)acetamide (69 mg; 0.48 mmol) to give Example 137 as a white solid. 1H NMR: (DMSO-d6, 400 MHz) δ 8.76-8.73 (2H, m), 7.96 (2H, d, J=8.0 Hz), 7.94-7.88 (1H, m), 7.78-7.68 (2H, m), 7.61 (2H, dd, J=4.5, 1.6 Hz), 7.56-... Reactants: Cl.CN(CCN1C(N2C3=C(C=CC=C3C=3C4=C(C=CC23)C(CO4)=O)C1=O)=O)C (8-[2-(Dimethylamino)ethyl]-7H-furo[3,2-c]pyrimido[5,6,1-jk]carbazole-3,7,9(2H,8H)-trione hydrochloride). Solvent: C(C)(=O)O (acetic acid). Run at time 8 hour. The product is CN(CCN1C(N2C3=C(C=CC=C3C=3C4=C(C=CC23)C(CO4)O)C1=O)=O)C (2,3-Dihydro-8-[2-(dimethylamino)ethyl]-3-hydroxy-7H-furo[3,2-c]pyrimido[5,6,1-jk]carbazole-7,9(8H)-dione). The yield is 21.3%. As a reaction SMILES: Cl.[CH3:2][N:3]([CH3:28])[CH2:4][CH2:5][N:6]1[C:25](=[O:26])[C:10]2[CH:11]=[CH:12][CH:13]=[C:14]3[C:15]4[C:16]5[O:23][CH2:22][C:21](=[O:24])[C:17]=5[CH:18]=[CH:19][C:20]=4[N:8]([C:9]=23)[C:7]1=[O:27]>C(O)(=O)C>[CH3:2][N:3]([CH3:28])[CH2:4][CH2:5][N:6]1[C:25](=[O:26])[C:10]2[CH:11]=[CH:12][CH:13]=[C:14]3[C:15]4[C:16]5[O:23][CH2:22][CH:21]([OH:24])[C:17]=5[CH:18]=[CH:19][C:20]=4[N:8]([C:9]=23)[C:7]1=[O:27] |f:0.1|. Procedure: 105.5 mg (0.29 mmol) of the compound of Example 8 was dissolved in acetic acid (1 ml). Then 36 μl of an 8 M borane/pyridine complex was added thereto under stirring at room temperature. The obtained mixture was stirred for 4.5 hours. After adding 30 μl of an 8 M borane/pyridine complex thereto, the obtained mixture was further stirred overnight and concentrated. Then it was extracted by adding thereto water, a saturated aqueous solution of sodium hydrogencarbonate and chloroform. The organic lay... Reactants: CO, Cc1cn(-c2ccc([N+](=O)[O-])c(C)c2)cn1, [H][H]. The product is Cc1cn(-c2ccc(N)c(C)c2)cn1. Reaction SMILES: [CH3:19][OH:20].[CH3:1][c:2]1[n:3][cH:4][n:5](-[c:7]2[cH:8][cH:9][c:10]([N+:14]([O-:15])=[O:16])[c:11]([CH3:13])[cH:12]2)[cH:6]1.[H:17][H:18]>>[CH3:1][c:2]1[n:3][cH:4][n:5](-[c:7]2[cH:8][cH:9][c:10]([NH2:14])[c:11]([CH3:13])[cH:12]2)[cH:6]1. Reactants: [Si](C)(C)(C(C)(C)C)OC=1C=CC=C2C=CC(=NC12)C(F)(F)F (8-(tert-butyldimethylsilanyloxy)-2-trifluoromethylquinoline), BrN1C(CCC1=O)=O (N-bromosuccinimide). The solvent is ClCCl (dichloromethane). Conditions: temperature 20 celsius, time 25 minute. Product: BrC1=C2C=CC(=NC2=C(C=C1)O[Si](C)(C)C(C)(C)C)C(F)(F)F (5-Bromo-8-(tert-butyldimethylsilanyloxy)-2-trifluoromethylquinoline). Isolated yield 98.5%. Reaction SMILES: [Si:1]([O:8][C:9]1[CH:10]=[CH:11][CH:12]=[C:13]2[C:18]=1[N:17]=[C:16]([C:19]([F:22])([F:21])[F:20])[CH:15]=[CH:14]2)([C:4]([CH3:7])([CH3:6])[CH3:5])([CH3:3])[CH3:2].[Br:23]N1C(=O)CCC1=O>ClCCl>[Br:23][C:12]1[CH:11]=[CH:10][C:9]([O:8][Si:1]([C:4]([CH3:7])([CH3:6])[CH3:5])([CH3:3])[CH3:2])=[C:18]2[C:13]=1[CH:14]=[CH:15][C:16]([C:19]([F:20])([F:22])[F:21])=[N:17]2. Reported procedure: A solution of 8-(tert-butyldimethylsilanyloxy)-2-trifluoromethylquinoline (17.5 g) in dichloromethane (100 ml) was treated with N-bromosuccinimide (10.5 g) at 15° C. The mixture was stirred at 20° C. for 25 minutes, washed with 1% sodium sulfite solution (100 ml), and water (50 ml). The organic layer was separated, dried over magnesium sulfate, filtered and the solvent removed in vacuo to give the product (21.4 g) as a dark oil. Reactants: C1CC(=O)N(C1=O)Br (NBS), S1C=C(C=C1)CCO (3-thiopheneethanol), C(Cl)Cl (DCM), O (water). The solvent is CC(=O)O (AcOH). Run at temperature 40 celsius, time 1 hour. Yields the product BrC=1SC=CC1CCO (2-(2-Bromothiophen-3-yl)ethan-1-ol). As a reaction SMILES: C1C(=O)N([Br:8])C(=O)C1.[S:9]1[CH:13]=[CH:12][C:11]([CH2:14][CH2:15][OH:16])=[CH:10]1.C(Cl)Cl.O>CC(O)=O>[Br:8][C:10]1[S:9][CH:13]=[CH:12][C:11]=1[CH2:14][CH2:15][OH:16]. Procedure details: NBS (9.53 g, 53.6 mmol) was added portionwise to a solution of 3-thiopheneethanol 6.87 g, 53.6 mmol) in AcOH (30 ml). The temperature was raised to 40° C. and mixture was stirred for 1 h. DCM (400 ml) and water was added. The organic layer was washed with water and sat. NaHCO3. The organic layer evaporated and residue purified by flash chromatography using 25-33% EtOAc in iso-hexane. Yield: 5.39 g (49%); colourless oil. 1H NMR (400 MHz, CDCl3): δ 2.89 (t, J 6.4 Hz, 2H), 3.85 (t, J 6.4 Hz, 2H), 6...